From a dataset of the Open Reaction Database (ORD), a public repository of structured organic reaction records. describe an organic reaction: reactants, conditions, products, and yield Starting materials: [BH4-].[Na+] (Sodium borohydride), CN(CCC1=C(C2=C(S1)C=CC=C2)C(COC)=O)C (1-[2-(2-dimethylamino-ethyl)-benzo[b]thiophen-3-yl]-2-methoxy-ethanone), [BH4-].[Na+] (sodium borohydride), C(=O)(C(F)(F)F)O (TFA), [NH4+].[OH-] (NH4OH). Run in ClCCl (dichloromethane). Reaction conditions: time 30 minute. The product is COCCC=1C2=C(SC1CCN(C)C)C=CC=C2 ({2-[3-(2-methoxy-ethyl)-benzo[b]thiophen-2-yl]-ethyl}-dimethyl-amine). Reaction SMILES: [BH4-].[Na+].C(O)(C(F)(F)F)=O.[CH3:10][N:11]([CH3:28])[CH2:12][CH2:13][C:14]1[S:18][C:17]2[CH:19]=[CH:20][CH:21]=[CH:22][C:16]=2[C:15]=1[C:23](=O)[CH2:24][O:25][CH3:26].[NH4+].[OH-]>ClCCl>[CH3:26][O:25][CH2:24][CH2:23][C:15]1[C:16]2[CH:22]=[CH:21][CH:20]=[CH:19][C:17]=2[S:18][C:14]=1[CH2:13][CH2:12][N:11]([CH3:10])[CH3:28] |f:0.1,4.5|. Procedure: Sodium borohydride (16 mg, 0.42 mmol) was added to a cooled (0° C.) solution of TFA (0.6 mL). The mixture was stirred for 30 min at room temperature. A solution of 1-[2-(2-dimethylamino-ethyl)-benzo[b]thiophen-3-yl]-2-methoxy-ethanone (10 mg, 0.036 mmol) in dichloromethane ((0.6 mL) was added and the mixture was heated at reflux for 1 hour. An additional batch of sodium borohydride (10 mg) was added and the reaction was stirred overnight at rt. Diluted NH4OH was added until the pH of the mixture...